Task: describe an organic reaction: reactants, conditions, products, and yield. Dataset: the Open Reaction Database (ORD), a public repository of structured organic reaction records Reactants: CC(C)(C)N=C=O, CN1CCCC1=O, CCN(C(C)C)C(C)C, O=C(O)C(F)(F)F, O=C1CC(c2ccc(CNCCc3ccc(Oc4ccccc4)cc3)cc2)S(=O)(=O)N1. The product is CC(C)(C)NC(=O)N(CCc1ccc(Oc2ccccc2)cc1)Cc1ccc(C2CC(=O)NS2(=O)=O)cc1. Reaction SMILES: [C:39]([CH3:40])([CH3:41])([CH3:42])[N:43]=[C:44]=[O:45].[CH3:46][N:47]1[CH2:48][CH2:49][CH2:50][C:51]1=[O:52].[CH:53]([N:54]([CH2:55][CH3:56])[CH:57]([CH3:58])[CH3:59])([CH3:60])[CH3:61].[F:1][C:2]([F:3])([F:4])[C:5]([OH:6])=[O:7].[O:8]([c:9]1[cH:10][cH:11][cH:12][cH:13][cH:14]1)[c:15]1[cH:16][cH:17][c:18]([CH2:21][CH2:22][NH:23][CH2:24][c:25]2[cH:26][cH:27][c:28]([CH:31]3[CH2:32][C:33](=[O:38])[NH:34][S:35]3(=[O:36])=[O:37])[cH:29][cH:30]2)[cH:19][cH:20]1>>[O:8]([c:9]1[cH:10][cH:11][cH:12][cH:13][cH:14]1)[c:15]1[cH:16][cH:17][c:18]([CH2:21][CH2:22][N:23]([CH2:24][c:25]2[cH:26][cH:27][c:28]([CH:31]3[CH2:32][C:33](=[O:38])[NH:34][S:35]3(=[O:36])=[O:37])[cH:29][cH:30]2)[C:44]([NH:43][C:39]([CH3:40])([CH3:41])[CH3:42])=[O:45])[cH:19][cH:20]1. The reactants are C1CCOC1, CCCC(OCCN=[N+]=[N-])(c1cccc(Cl)c1)C1CCCN(C(=O)OC(C)(C)C)C1, O, c1ccc(P(c2ccccc2)c2ccccc2)cc1. Yields the product CCCC(OCCN)(c1cccc(Cl)c1)C1CCCN(C(=O)OC(C)(C)C)C1. As a reaction SMILES: [CH2:50]1[O:51][CH2:52][CH2:53][CH2:54]1.[N:1](=[N+:2]=[N-:3])[CH2:4][CH2:5][O:6][C:7]([CH2:8][CH2:9][CH3:10])([c:11]1[cH:12][c:13]([Cl:17])[cH:14][cH:15][cH:16]1)[CH:18]1[CH2:19][N:20]([C:24](=[O:25])[O:26][C:27]([CH3:28])([CH3:29])[CH3:30])[CH2:21][CH2:22][CH2:23]1.[OH2:55].[c:31]1([P:32]([c:33]2[cH:34][cH:35][cH:36][cH:37][cH:38]2)[c:39]2[cH:40][cH:41][cH:42][cH:43][cH:44]2)[cH:45][cH:46][cH:47][cH:48][cH:49]1>>[NH2:1][CH2:4][CH2:5][O:6][C:7]([CH2:8][CH2:9][CH3:10])([c:11]1[cH:12][c:13]([Cl:17])[cH:14][cH:15][cH:16]1)[CH:18]1[CH2:19][N:20]([C:24](=[O:25])[O:26][C:27]([CH3:28])([CH3:29])[CH3:30])[CH2:21][CH2:22][CH2:23]1. Yields the product CC(=O)Nc1nc2c(Oc3cc(C4=CCC(C(F)(F)F)CC4)ncn3)cccc2s1. Reaction SMILES: [CH3:28][C:29](=[O:30])[O:31][C:32](=[O:33])[CH3:34].[CH3:35][c:36]1[cH:37][cH:38][cH:39][cH:40][cH:41]1.[F:1][C:2]([CH:3]1[CH2:4][CH:5]=[C:6]([c:9]2[cH:10][c:11]([O:15][c:16]3[cH:17][cH:18][cH:19][c:20]4[c:21]3[n:22][c:23]([NH2:25])[s:24]4)[n:12][cH:13][n:14]2)[CH2:7][CH2:8]1)([F:26])[F:27]>>[F:1][C:2]([CH:3]1[CH2:4][CH:5]=[C:6]([c:9]2[cH:10][c:11]([O:15][c:16]3[cH:17][cH:18][cH:19][c:20]4[c:21]3[n:22][c:23]([NH:25][C:29]([CH3:28])=[O:30])[s:24]4)[n:12][cH:13][n:14]2)[CH2:7][CH2:8]1)([F:26])[F:27]. Starting materials: CC(=O)OC(C)=O, Cc1ccccc1, Nc1nc2c(Oc3cc(C4=CCC(C(F)(F)F)CC4)ncn3)cccc2s1. Starting materials: S1C(=NC=C1)NCC(=O)OC1=CC=C(C(=O)OC)C=C1 (Methyl 4-[(thiazol-2-ylamino)acetyloxy]benzoate), CSC (DMS). The solvent is C1(=CC=CC=C1)C (toluene). Run at time 15 minute. The product is S1C(=NC=C1)NCCOC1=CC=C(C(=O)OC)C=C1 (Methyl 4-[2-(thiazol-2-ylamino)ethyloxy]benzoate). Reaction SMILES: [S:1]1[CH:5]=[CH:4][N:3]=[C:2]1[NH:6][CH2:7][C:8]([O:10][C:11]1[CH:20]=[CH:19][C:14]([C:15]([O:17][CH3:18])=[O:16])=[CH:13][CH:12]=1)=O.CSC>C1(C)C=CC=CC=1>[S:1]1[CH:5]=[CH:4][N:3]=[C:2]1[NH:6][CH2:7][CH2:8][O:10][C:11]1[CH:20]=[CH:19][C:14]([C:15]([O:17][CH3:18])=[O:16])=[CH:13][CH:12]=1. Procedure: Amide 24-3 (1.0 g, 3.4 mmol) was dissolved in 7 mL toluene at 0°, and BH3.DMS (341 μL, 3.6 mmol) was added. After 15 min, the reaction was heated to reflux for 16 h, cooled to 0°, and quenched with 10% Na2CO3. The mixture was extracted with EtOAc, the organic phase was washed with water and brine, dried (MgSO4), concentrated, and purified by flash chromatography (silica, 70% EtOAc/hexane) providing 24-4 as a white solid. Rf 0.64 (silica, EtOAc). Reactants: CN(C)CCCCCC (N,N-dimethylhexylamine), BrCCCCl (1-bromo-3-chloropropane). Run in CO (methanol). Run at temperature 65 celsius. The product is [Br-].ClCCC[N+](C)(C)CCCCCC ((3-chloropropyl)hexyldimethylammonium bromide). Reaction SMILES: [CH3:1][N:2]([CH2:4][CH2:5][CH2:6][CH2:7][CH2:8][CH3:9])[CH3:3].[Br:10][CH2:11][CH2:12][CH2:13][Cl:14]>CO>[Br-:10].[Cl:14][CH2:13][CH2:12][CH2:11][N+:2]([CH2:4][CH2:5][CH2:6][CH2:7][CH2:8][CH3:9])([CH3:3])[CH3:1] |f:3.4|. Procedure details: A 500 mL, 3-necked, round-bottomed flask equipped with air condensers and a magnetic stirring plate was charged with N,N-dimethylhexylamine (199.46 grams, 1.54 moles), 1-bromo-3-chloropropane (243.00 grams, 1.54 moles) and 250 mL of methanol The reaction was maintained at 65° C. for 24 hours. Solvent was removed by rotary evaporation under reduced pressure to yield a brown, viscous oil. Yield 445.8 grams (1.55 moles, 100%).